The task is: describe an organic reaction: reactants, conditions, products, and yield. This data is from the Open Reaction Database (ORD), a public repository of structured organic reaction records. The reactants are N(C(C)(C)C(=O)N[C@@H](CC1=CC=CC=C1)C(=O)N1[C@@H](C(=O)OC(C)(C)C)CCC1)C(=O)OCC1=CC=CC=C1 (Z-Aib-L-Phe-D-Pro-OtBu). Reagents/catalysts: [Pd] (Pd-C). The solvent is C(C)(=O)O (acetic acid). Run at time 10 hour. Yields the product NC(C)(C)C(=O)N[C@@H](CC1=CC=CC=C1)C(=O)N1[C@@H](C(=O)OC(C)(C)C)CCC1 (H-Aib-L-Phe-D-Pro-OtBu). RXN SMILES: [NH:1](C(OCC1C=CC=CC=1)=O)[C:2]([C:5]([NH:7][C@H:8]([C:16]([N:18]1[CH2:29][CH2:28][CH2:27][C@@H:19]1[C:20]([O:22][C:23]([CH3:26])([CH3:25])[CH3:24])=[O:21])=[O:17])[CH2:9][C:10]1[CH:15]=[CH:14][CH:13]=[CH:12][CH:11]=1)=[O:6])([CH3:4])[CH3:3]>C(O)(=O)C.[Pd]>[NH2:1][C:2]([C:5]([NH:7][C@H:8]([C:16]([N:18]1[CH2:29][CH2:28][CH2:27][C@@H:19]1[C:20]([O:22][C:23]([CH3:25])([CH3:24])[CH3:26])=[O:21])=[O:17])[CH2:9][C:10]1[CH:15]=[CH:14][CH:13]=[CH:12][CH:11]=1)=[O:6])([CH3:3])[CH3:4]. Procedure: Z-Aib-L-Phe-D-Pro-OtBu (1.23 g, 2.28 mmol) was catalytically hydrogenated with Pd-C in acetic acid to remove the Z-group. After the reaction was continued for 10 hours, Pd-C was filtered off and acetic acid was concentrated. The residue was neutralized with 4% NaHCO3 and extracted into ethyl acetate. The extract was dried over Na2CO3 and concentrated to yield 0.726 g (1.80 mmol; 79%) of the titled compound.